Dataset: the Open Reaction Database (ORD), a public repository of structured organic reaction records. Task: describe an organic reaction: reactants, conditions, products, and yield Reaction SMILES: C(O[C:6]([N:8]1[CH2:13][CH2:12][O:11][C@H:10]([CH2:14][O:15][C:16]2[CH:21]=[CH:20][CH:19]=[CH:18][C:17]=2[CH2:22][CH2:23][C:24]2[CH:29]=[CH:28][CH:27]=[C:26]([O:30][CH3:31])[CH:25]=2)[CH2:9]1)=O)(C)(C)C.[H-].[Al+3].[Li+].[H-].[H-].[H-]>O1CCCC1>[O:30]([C:26]1[CH:25]=[C:24]([CH2:23][CH2:22][C:17]2[CH:18]=[CH:19][CH:20]=[CH:21][C:16]=2[O:15][CH2:14][C@H:10]2[O:11][CH2:12][CH2:13][N:8]([CH3:6])[CH2:9]2)[CH:29]=[CH:28][CH:27]=1)[CH3:31] |f:1.2.3.4.5.6|. Reported procedure: Following a procedure similar to that described in Example 38(a), 1.50 g of (S)-4-t-butoxycarbonyl-2-{2-[2-(3-methoxyphenyl)ethyl]phenoxymethyl}morpholine [prepared as described in Example 71(a)] were reacted with 167 mg of lithium aluminum hydride dispersed in 20 ml of tetrahydrofuran. The mixture was then worked up as described in Example 38(a), and the crude product thus obtained was purified by column chromatography through silica gel, using a 20:1 by volume mixture of methylene chloride and... The product is O(C)C=1C=C(C=CC1)CCC1=C(OC[C@@H]2CN(CCO2)C)C=CC=C1 ((S)-2-{2-[2-(3-Methoxylphenyl)ethyl]phenoxymethyl}-4-methylmorpholine). The yield is 86.8%. The reactants are C(C)(C)(C)OC(=O)N1C[C@H](OCC1)COC1=C(C=CC=C1)CCC1=CC(=CC=C1)OC ((S)-4-t-butoxycarbonyl-2-{2-[2-(3-methoxyphenyl)ethyl]phenoxymethyl}morpholine), [H-].[Al+3].[Li+].[H-].[H-].[H-] (lithium aluminum hydride). Solvent: O1CCCC1 (tetrahydrofuran). Starting materials: Na2S2O5, NC1=C(C=CC(=C1)Cl)S (2-amino-4-chlorobenzenethiol), C(C1=CC(OC)=C(O)C(OC)=C1)=O (syringaldehyde). Solvent: CN(C)C=O (DMF). Reaction conditions: temperature 80 celsius. The product is ClC=1C=CC2=C(N=C(S2)C2=CC(=C(C(=C2)OC)O)OC)C1 (4-(5-chlorobenzo[d]thiazol-2-yl)-2,6-dimethoxyphenol). Yield: 47.2%. RXN SMILES: [NH2:1][C:2]1[CH:7]=[C:6]([Cl:8])[CH:5]=[CH:4][C:3]=1[SH:9].[CH:10](=O)[C:11]1[CH:21]=[C:18]([O:19][CH3:20])[C:16]([OH:17])=[C:13]([O:14][CH3:15])[CH:12]=1>CN(C=O)C>[Cl:8][C:6]1[CH:5]=[CH:4][C:3]2[S:9][C:10]([C:11]3[CH:21]=[C:18]([O:19][CH3:20])[C:16]([OH:17])=[C:13]([O:14][CH3:15])[CH:12]=3)=[N:1][C:2]=2[CH:7]=1. Reported procedure: In a DMF (3 mL) solvent in the presence of Na2S2O5 (120.3 mg, 0.63 mmol), a solution including 2-amino-4-chlorobenzenethiol (100 mg, 0.63 mmol) and syringaldehyde (115.3 mg, 0.63 mmol) was heated at a temperature of 80° C. for 22 hours. After DMF was evaporated, water was added thereto. The produced precipitate was filtered, and washed with water to obtain Compound 126.